This data is from the Open Reaction Database (ORD), a public repository of structured organic reaction records. The task is: describe an organic reaction: reactants, conditions, products, and yield Starting materials: FC(C(=O)O)(F)F (trifluoroacetic acid), C1(=CC=CC=C1)SC (thioanisole), C1=C(C=CC=C1O)C (m-cresol), C(=O)(OC(C)(C)C)N(CC1=NC=CC=C1)CC1=CC=C(S1)C(=O)N[C@@H](CCCNC(=O)OCC1=CC=CC=C1)C(=O)O (Nα-(5-(N-Boc-N-2-picolylaminomethyl)thiophene-2-carbonyl)-Nδ-Cbz-L-ornithine). Run at time 1.5 hour. Yields the product N1=C(C=CC=C1)CNCC1=CC=C(S1)C(=O)N[C@@H](CCCN)C(=O)O (Nα-(5-(N-2-picolylaminomethyl)thiophene-2-carbonyl)-L-ornithine). The yield is 53.3%. As a reaction SMILES: FC(F)(F)C(O)=O.C1(SC)C=CC=CC=1.C1C(O)=CC=CC=1C.C([N:31]([CH2:39][C:40]1[S:44][C:43]([C:45]([NH:47][C@H:48]([C:63]([OH:65])=[O:64])[CH2:49][CH2:50][CH2:51][NH:52]C(OCC2C=CC=CC=2)=O)=[O:46])=[CH:42][CH:41]=1)[CH2:32][C:33]1[CH:38]=[CH:37][CH:36]=[CH:35][N:34]=1)(OC(C)(C)C)=O>>[N:34]1[CH:35]=[CH:36][CH:37]=[CH:38][C:33]=1[CH2:32][NH:31][CH2:39][C:40]1[S:44][C:43]([C:45]([NH:47][C@H:48]([C:63]([OH:65])=[O:64])[CH2:49][CH2:50][CH2:51][NH2:52])=[O:46])=[CH:42][CH:41]=1. Procedure details: A mixed solution of trifluoroacetic acid (1.4 ml), thioanisole (0.36 ml), and m-cresol (0.32 ml) was added to the compound obtained in Example 14-3 (56.2 mg). After 1.5 hours, the reaction solution was concentrated. Methanol was added to the residue and the mixture was washed with hexane. The methanol layer was concentrated and the residue was crude-purified by silica gel column chromatography (3 g, chloroform/methanol/water=7/3/0.5) to obtain the title compound (18.2 mg) as colorless syrup. Reactants: CC1=CC=C(C=C1)S(=O)(=O)OC1CCN(CC1)C(=O)OC(C)(C)C (tert-butyl 4-{[(4-methylphenyl)sulfonyl]oxy}piperidine-1-carboxylate), CC1=CC=C(C=C1)S(=O)(=O)OC1CCN(CC1)C(=O)OC(C)(C)C (tert-butyl 4-{[(4-methylphenyl)sulfonyl]oxy}piperidine-1-carboxylate), COC=1C=C(C=CC1OC)C=1C(C(NN1)=O)(CCC)C (5-(3,4-dimethoxyphenyl)-4-methyl-4-propyl-2,4-dihydro-3H-pyrazol-3-one), COC=1C=C(C=CC1OC)C=1C(C(NN1)=O)(CCC)C (5-(3,4-dimethoxyphenyl)-4-methyl-4-propyl-2,4-dihydro-3H-pyrazol-3-one). Yields the product hydrochloride salt, COC=1C=C(C=CC1OC)C=1C(C(N(N1)C1CCNCC1)=O)(CCC)C (5-(3,4-dimethoxyphenyl)-4-methyl-2-piperidin-4-yl-4-propyl-2,4-dihydro-3H-pyrazol-3-one). Reaction SMILES: [CH3:1][O:2][C:3]1[CH:4]=[C:5]([C:11]2[C:12]([CH3:20])([CH2:17][CH2:18][CH3:19])[C:13](=[O:16])[NH:14][N:15]=2)[CH:6]=[CH:7][C:8]=1[O:9][CH3:10].CC1C=CC(S(O[CH:32]2[CH2:37][CH2:36][N:35](C(OC(C)(C)C)=O)[CH2:34][CH2:33]2)(=O)=O)=CC=1>>[CH3:1][O:2][C:3]1[CH:4]=[C:5]([C:11]2[C:12]([CH3:20])([CH2:17][CH2:18][CH3:19])[C:13](=[O:16])[N:14]([CH:32]3[CH2:37][CH2:36][NH:35][CH2:34][CH2:33]3)[N:15]=2)[CH:6]=[CH:7][C:8]=1[O:9][CH3:10]. Procedure: Prepared analogously as described for the example B1 (Alternative 1) using 5-(3,4-dimethoxyphenyl)-4-methyl-4-propyl-2,4-dihydro-3H-pyrazol-3-one (compound C8) and tert-butyl 4-(Toluene-4-sulfonyloxy)-piperidine-1-carboxylate (compound E1) as starting compounds resulting in the hydrochloride salt of the title compound. (compound B8*HCl)